Task: describe an organic reaction: reactants, conditions, products, and yield. Dataset: the Open Reaction Database (ORD), a public repository of structured organic reaction records The reactants are CC1=C(OCCCC(=O)N2CCCC3=C(C=CC=C23)C2=CC=C(C=C2)CO)C=CC=C1C (4-(2,3-dimethylphenoxy)-1-(5-(4-(hydroxymethyl)phenyl)-3,4-dihydroquinolin-1(2H)-yl)butan-1-one), OCC1=CC=C(C=C1)B(O)O (4-(hydroxymethyl)phenylboronic acid), CC1(OB(OC1(C)C)C1=CC(=NC=C1)N1CCNCC1)C (1-(4-(4,4,5,5-tetramethyl-1,3,2-dioxaborolan-2-yl)pyridin-2-yl)piperazine). Yields the product CC1=C(OCCCC(=O)N2CCCC3=C(C=CC=C23)C2=CC(=NC=C2)N2CCNCC2)C=CC=C1C (4-(2,3-Dimethylphenoxy)-1-(5-(2-(piperazin-1-yl)pyridin-4-yl)-3,4-dihydroquinolin-1(2H)-yl)butan-1-one). RXN SMILES: [CH3:1][C:2]1[C:31]([CH3:32])=[CH:30][CH:29]=[CH:28][C:3]=1[O:4][CH2:5][CH2:6][CH2:7][C:8]([N:10]1[C:19]2[C:14](=[C:15](C3C=CC(CO)=CC=3)[CH:16]=[CH:17][CH:18]=2)[CH2:13][CH2:12][CH2:11]1)=[O:9].OCC1C=CC(B(O)O)=CC=1.CC1(C)C(C)(C)OB([C:52]2[CH:57]=[CH:56][N:55]=[C:54]([N:58]3[CH2:63][CH2:62][NH:61][CH2:60][CH2:59]3)[CH:53]=2)O1>>[CH3:1][C:2]1[C:31]([CH3:32])=[CH:30][CH:29]=[CH:28][C:3]=1[O:4][CH2:5][CH2:6][CH2:7][C:8]([N:10]1[C:19]2[C:14](=[C:15]([C:52]3[CH:57]=[CH:56][N:55]=[C:54]([N:58]4[CH2:59][CH2:60][NH:61][CH2:62][CH2:63]4)[CH:53]=3)[CH:16]=[CH:17][CH:18]=2)[CH2:13][CH2:12][CH2:11]1)=[O:9]. Reported procedure: The title compound was prepared using a procedure analogous to 4-(2,3-dimethylphenoxy)-1-(5-(4-(hydroxymethyl)phenyl)-3,4-dihydroquinolin-1(2H)-yl)butan-1-one except that 4-(hydroxymethyl)phenylboronic acid was replaced by 1-(4-(4,4,5,5-tetramethyl-1,3,2-dioxaborolan-2-yl)pyridin-2-yl)piperazine. LCMS, [M+H]+=485.3. 1H NMR (400 MHz, CDCl3) δ 8.21 (d, J=5.1 Hz, 1H), 7.22-7.28 (m, 2H), 7.07-7.13 (m, 1H), 7.03 (t, J=7.9 Hz, 1H), 6.76 (d, J=7.5 Hz, 1H), 6.67 (d, J=8.1 Hz, 1H), 6.53 (s, 1H), 6.50 (d,... Starting materials: C(N)(=O)C=1C=C(C=CC1)C(=O)C1=C(C(=C2C=C(C=CN12)C(C)C)C(C(C)(C)C)=O)CC(C(=O)OC)(C)C (methyl 3-{3-[(3-carbamoylphenyl)carbonyl]-1-(2,2-dimethylpropanoyl)-7-(propan-2-yl)indolizin-2-yl}-2,2-dimethylpropanoate), Cl (HCl). Solvent: CO (MeOH), [OH-].[Na+] (NaOH). Reaction conditions: temperature 23 celsius. Yields the product C(N)(=O)C=1C=C(C=CC1)C(=O)C1=C(C(=C2C=C(C=CN12)C(C)C)C(C(C)(C)C)=O)CC(C(=O)O)(C)C (3-{3-[(3-carbamoylphenyl)carbonyl]-1-(2,2-dimethylpropanoyl)-7-(propan-2-yl)indolizin-2-yl}-2,2-dimethylpropanoic Acid). Yield: 18.5%. Reaction SMILES: [C:1]([C:4]1[CH:5]=[C:6]([C:10]([C:12]2[N:20]3[C:15]([CH:16]=[C:17]([CH:21]([CH3:23])[CH3:22])[CH:18]=[CH:19]3)=[C:14]([C:24](=[O:29])[C:25]([CH3:28])([CH3:27])[CH3:26])[C:13]=2[CH2:30][C:31]([CH3:37])([CH3:36])[C:32]([O:34]C)=[O:33])=[O:11])[CH:7]=[CH:8][CH:9]=1)(=[O:3])[NH2:2].Cl>CO.[OH-].[Na+]>[C:1]([C:4]1[CH:5]=[C:6]([C:10]([C:12]2[N:20]3[C:15]([CH:16]=[C:17]([CH:21]([CH3:22])[CH3:23])[CH:18]=[CH:19]3)=[C:14]([C:24](=[O:29])[C:25]([CH3:26])([CH3:27])[CH3:28])[C:13]=2[CH2:30][C:31]([CH3:37])([CH3:36])[C:32]([OH:34])=[O:33])=[O:11])[CH:7]=[CH:8][CH:9]=1)(=[O:3])[NH2:2] |f:3.4|. Procedure: A solution of methyl 3-{3-[(3-carbamoylphenyl)carbonyl]-1-(2,2-dimethylpropanoyl)-7-(propan-2-yl)indolizin-2-yl}-2,2-dimethylpropanoate (111 mg, 0.220 mmol) in MeOH (2 mL) and 6M aqueous NaOH (2 mL) is heated at 70° C. for 1 h then cooled to 23° C., acidified to pH=1 with concentrated aqueous HCl, then partitioned between CH2Cl2 and brine. The organics are dried with MgSO4, filtered, and concentrated in vacuo. Purification of the crude by reverse phase HPLC (35% CH3CN to 95% CH3CN in 0.1% TFA in... Reactants: ClC1OC2=C(O1)C=CC(=C2)C#N (2-chloro-benzo[1,3]dioxole-5-carbonitrile). Run in O (water). The product is OC=1C=C(C#N)C=CC1O (3,4-dihydroxybenzonitrile). Reaction SMILES: ClC1[O:6][C:5]2[CH:7]=[CH:8][C:9]([C:11]#[N:12])=[CH:10][C:4]=2[O:3]1>O>[OH:3][C:4]1[CH:10]=[C:9]([CH:8]=[CH:7][C:5]=1[OH:6])[C:11]#[N:12]. Procedure details: hydrolyzing 2-chloro-benzo[1,3]dioxole-5-carbonitrile by contacting it with water to produce 3,4-dihydroxybenzonitrile. Reactants: C1CCOC1, CCC(CC)c1cc(C)nc2c(-c3cncs3)c(C)nn12, CC(C)[N-]C(C)C, [Cl-], O=C1CCC(=O)N1I, [Li+], [NH4+]. The product is CCC(CC)c1cc(C)nc2c(-c3cnc(I)s3)c(C)nn12. As a reaction SMILES: [CH2:40]1[O:41][CH2:42][CH2:43][CH2:44]1.[CH2:9]([CH3:10])[CH:11]([CH2:12][CH3:13])[c:14]1[cH:15][c:16]([CH3:29])[n:17][c:18]2[n:19]1[n:20][c:21]([CH3:28])[c:22]2-[c:23]1[cH:24][n:25][cH:26][s:27]1.[CH:1]([N-:2][CH:3]([CH3:4])[CH3:5])([CH3:6])[CH3:7].[Cl-:38].[I:30][N:31]1[C:32](=[O:33])[CH2:34][CH2:35][C:36]1=[O:37].[Li+:8].[NH4+:39]>>[CH2:9]([CH3:10])[CH:11]([CH2:12][CH3:13])[c:14]1[cH:15][c:16]([CH3:29])[n:17][c:18]2[n:19]1[n:20][c:21]([CH3:28])[c:22]2-[c:23]1[cH:24][n:25][c:26]([I:30])[s:27]1. The reactants are C(C)(C)(C)OC(=O)N1CCC(CC1)C(=O)SC1=C(C=CC=C1)C (p-tolylsulfanylcarbonyl-piperidine-1-carboxylic acid tert-butyl ester), FC(OC1=C(C=CC=C1)B(O)O)(F)F (2-trifluoromethoxy-phenyl-boronic acid). The reagents and catalysts are C=1C=CC(=CC1)/C=C/C(=O)/C=C/C2=CC=CC=C2.C=1C=CC(=CC1)/C=C/C(=O)/C=C/C2=CC=CC=C2.C=1C=CC(=CC1)/C=C/C(=O)/C=C/C2=CC=CC=C2.[Pd].[Pd] (Pd2(dba)3), S1C(=CC=C1)C(=O)[O-].[Cu+] (copper (I) thiophene-2-carboxylate). Solvent: COCCOC (DME). Reaction conditions: time 18 hour. The product is C(C)(C)(C)OC(=O)N1CCC(CC1)C(C1=C(C=CC=C1)OC(F)(F)F)=O (4-(2-Trifluoromethoxy-benzoyl)-piperidine-1-carboxylic acid tert-butyl ester). The yield is 89.9%. RXN SMILES: [F:1][C:2]([F:14])([F:13])[O:3][C:4]1[CH:9]=[CH:8][CH:7]=[CH:6][C:5]=1B(O)O.[C:15]([O:19][C:20]([N:22]1[CH2:27][CH2:26][CH:25]([C:28](SC2C=CC=CC=2C)=[O:29])[CH2:24][CH2:23]1)=[O:21])([CH3:18])([CH3:17])[CH3:16]>COCCOC.C1C=CC(/C=C/C(/C=C/C2C=CC=CC=2)=O)=CC=1.C1C=CC(/C=C/C(/C=C/C2C=CC=CC=2)=O)=CC=1.C1C=CC(/C=C/C(/C=C/C2C=CC=CC=2)=O)=CC=1.[Pd].[Pd].S1C=CC=C1C([O-])=O.[Cu+]>[C:15]([O:19][C:20]([N:22]1[CH2:27][CH2:26][CH:25]([C:28](=[O:29])[C:5]2[CH:6]=[CH:7][CH:8]=[CH:9][C:4]=2[O:3][C:2]([F:14])([F:13])[F:1])[CH2:24][CH2:23]1)=[O:21])([CH3:18])([CH3:17])[CH3:16] |f:3.4.5.6.7,8.9|. Procedure details: To a mixture of 2-trifluoromethoxy-phenyl-boronic acid (0.307 g, 2.24 mmol, 1.5 eq.), ligand TFP (0.069 g, 0.298 mmol, 0.2 eq.), Pd2(dba)3 (0.154 g, 0.149 mmol, 0.1 eq.), copper (I) thiophene-2-carboxylate (0.426 g, 2.24 mmol, 1.5 eq.) was added a solution of p-tolylsulfanylcarbonyl-piperidine-1-carboxylic acid tert-butyl ester (0.479 g, 1.49 mmol, 1 eq.) in 15 mL of DME while purging with N2 at room temperature. After 18 h stirring at room temperature, the reaction mixture was diluted with ethy... Reactants: C(C)OC(C1=CC=C(C=C1)N1C[C@H](O[C@H](C1)C)C)=O (4-(cis-2,6-dimethylmorpholin-4-yl)benzoic acid ethyl ester), CO (methanol), O1CCCC1 (tetrahydrofuran), O.NN (hydrazine monohydrate), O.NN (hydrazine monohydrate). Run in C(C)(=O)OCC (ethyl acetate), O (water). Yields the product C[C@@H]1CN(C[C@@H](O1)C)C1=CC=C(C(=O)NN)C=C1 (4-(cis-2,6-dimethylmorpholin-4-yl)benzoic acid hydrazide). As a reaction SMILES: C([O:3][C:4](=O)[C:5]1[CH:10]=[CH:9][C:8]([N:11]2[CH2:16][C@H:15]([CH3:17])[O:14][C@H:13]([CH3:18])[CH2:12]2)=[CH:7][CH:6]=1)C.CO.O1CCCC1.O.[NH2:28][NH2:29]>C(OCC)(=O)C.O>[CH3:18][C@H:13]1[O:14][C@@H:15]([CH3:17])[CH2:16][N:11]([C:8]2[CH:9]=[CH:10][C:5]([C:4]([NH:28][NH2:29])=[O:3])=[CH:6][CH:7]=2)[CH2:12]1 |f:3.4|. Reported procedure: To a solution of 4-(cis-2,6-dimethylmorpholin-4-yl)benzoic acid ethyl ester (0.55 g) in a mixed solvent of methanol (3 ml) and tetrahydrofuran (6 ml) was added hydrazine monohydrate (1.6 ml). The solution was refluxed for 20 hours, during which period additional hydrazine monohydrate (1.6 ml) was added to the mixture. After cooling to ambient temperature, the reaction mixture was added to a mixture of water and ethyl acetate. The organic layer was washed with sodium chloride solution. The organi... The reactants are NC1=NC=C(C(=N1)N)I (2,4-Diamino-5-iodopyrimidine), CC(C#C)C=1C=C(C(=C(C1)OC)OC)OC (5-(But-3-yn-2-yl)-1,2,3-trimethoxybenzene). Product: NC1=NC=C(C(=N1)N)C#CC(C)C1=CC(=C(C(=C1)OC)OC)OC (2,4-Diamino-5-(3-(3,4,5-trimethoxyphenyl)but-1-ynyl)pyrimidine). Isolated yield 89.8%. As a reaction SMILES: [NH2:1][C:2]1[N:7]=[C:6]([NH2:8])[C:5](I)=[CH:4][N:3]=1.[CH3:10][CH:11]([C:14]1[CH:15]=[C:16]([O:24][CH3:25])[C:17]([O:22][CH3:23])=[C:18]([O:20][CH3:21])[CH:19]=1)[C:12]#[CH:13]>>[NH2:1][C:2]1[N:7]=[C:6]([NH2:8])[C:5]([C:13]#[C:12][CH:11]([C:14]2[CH:19]=[C:18]([O:20][CH3:21])[C:17]([O:22][CH3:23])=[C:16]([O:24][CH3:25])[CH:15]=2)[CH3:10])=[CH:4][N:3]=1. Procedure details: 2,4-Diamino-5-iodopyrimidine (236 mg) was allowed to react with 5-(But-3-yn-2-yl)-1,2,3-trimethoxybenzene (440 mg) as per the general procedure to afford 2,4-Diamino-5-(3-(3,4,5-trimethoxyphenyl)but-1-ynyl)pyrimidine as a yellow powder (295 mg, 90%): Rf=0.29 (9:1, CHCl3:MeOH); mp=220-222° C.; 1H NMR (DMSO-d6) δ 7.85 (s, 1H), 6.75 (s, 2H), 6.28 (s, 2H), 3.99 (q, J) 6.8 Hz, 1H), 3.78 (s, 6H), 3.63 (s, 3H), 1.50 (d, J) 7.1 Hz, 3H); 13C NMR (DMSO-d6) δ 163.7, 152.8, 139.3, 136.0, 104.2, 104.1, 97.9,...